Dataset: the Open Reaction Database (ORD), a public repository of structured organic reaction records. Task: describe an organic reaction: reactants, conditions, products, and yield Reactants: Cl.NC1(C(CCC1)NC(O[C@H]1[C@@H](CC[C@H](C1)C)C(C)C)=O)C ((1R,2S,5R)-5-methyl-2-(propan-2-yl)cyclohexyl N-(2-amino-2-methylcyclopentyl)carbamate hydrochloride), CCN(C(C)C)C(C)C (DIPEA), Cl.NC1(C(CCC1)NC(O[C@H]1[C@@H](CC[C@H](C1)C)C(C)C)=O)C ((1R,2S,5R)-5-methyl-2-(propan-2-yl)cyclohexyl N-(2-amino-2-methylcyclopentyl)carbamate hydrochloride), ClC1=NC=C(C=N1)C(F)(F)F (2-chloro-5-(trifluoromethyl)pyrimidine). The solvent is CS(=O)C (DMSO). The product is CC1(C(CCC1)NC(O[C@H]1[C@@H](CC[C@H](C1)C)C(C)C)=O)NC1=NC=C(C=N1)C(F)(F)F ((1R,2S,5R)-5-Methyl-2-(propan-2-yl)cyclohexyl N-(2-methyl-2-{[5-(trifluoromethyl)pyrimidin-2-yl]amino}cyclopentyl)carbamate). RXN SMILES: Cl.[NH2:2][C:3]1([CH3:22])[CH2:7][CH2:6][CH2:5][CH:4]1[NH:8][C:9](=[O:21])[O:10][C@@H:11]1[CH2:16][C@H:15]([CH3:17])[CH2:14][CH2:13][C@H:12]1[CH:18]([CH3:20])[CH3:19].Cl[C:24]1[N:29]=[CH:28][C:27]([C:30]([F:33])([F:32])[F:31])=[CH:26][N:25]=1.CCN(C(C)C)C(C)C>CS(C)=O>[CH3:22][C:3]1([NH:2][C:24]2[N:29]=[CH:28][C:27]([C:30]([F:33])([F:32])[F:31])=[CH:26][N:25]=2)[CH2:7][CH2:6][CH2:5][CH:4]1[NH:8][C:9](=[O:21])[O:10][C@@H:11]1[CH2:16][C@H:15]([CH3:17])[CH2:14][CH2:13][C@H:12]1[CH:18]([CH3:19])[CH3:20] |f:0.1|. Procedure: A solution of (1R,2S,5R)-5-methyl-2-(propan-2-yl)cyclohexyl N-(2-amino-2-methylcyclopentyl)carbamate hydrochloride (Intermediate 27; 2.0 g, 6.01 mmol), 2-chloro-5-(trifluoromethyl)pyrimidine (CAS number 69034-12-4; 1.21 g, 6.61 mmol) and DIPEA (3.15 ml, 18.02 mmol) in dry DMSO (15 ml) was subjected to microwave irradiation at 140° C. for 4 hours. The reaction was partitioned between ethyl acetate and brine. The aqueous layer was extracted further with ethyl acetate (2×100 ml). The combined organ...